Dataset: the Open Reaction Database (ORD), a public repository of structured organic reaction records. Task: describe an organic reaction: reactants, conditions, products, and yield Reactants: N#Cc1ccc2oc(C(=O)O)cc2c1, COC(=O)CCc1ccc(N)cc1. Product: COC(=O)CCc1ccc(NC(=O)c2cc3cc(C#N)ccc3o2)cc1. RXN SMILES: [C:1](#[N:2])[c:3]1[cH:4][cH:5][c:6]2[c:7]([cH:8][c:9]([C:11](=[O:12])[OH:13])[o:10]2)[cH:14]1.[NH2:15][c:16]1[cH:17][cH:18][c:19]([CH2:22][CH2:23][C:24](=[O:25])[O:26][CH3:27])[cH:20][cH:21]1>>[C:1](#[N:2])[c:3]1[cH:4][cH:5][c:6]2[c:7]([cH:8][c:9]([C:11](=[O:13])[NH:15][c:16]3[cH:17][cH:18][c:19]([CH2:22][CH2:23][C:24](=[O:25])[O:26][CH3:27])[cH:20][cH:21]3)[o:10]2)[cH:14]1. Starting materials: C(C)(=O)OCC1=CC=C(C=C1)C(C(=O)OC(C)(C)C)C1CCCC1 (tert-butyl(+/−)-{4-[(acetyloxy)methyl]phenyl}(cyclopentyl)acetate), FC(C(=O)O)(F)F (trifluoroacetic acid). Solvent: ClCCl (dichloromethane). Reaction conditions: temperature 0 celsius, time 1.5 hour. Yields the product C(C)(=O)OCC1=CC=C(C=C1)C(C(=O)O)C1CCCC1 ((+/−)-{4-[(Acetyloxy)methyl]phenyl}(cyclopentyl)acetic acid). The yield is 111.0%. As a reaction SMILES: [C:1]([O:4][CH2:5][C:6]1[CH:11]=[CH:10][C:9]([CH:12]([CH:20]2[CH2:24][CH2:23][CH2:22][CH2:21]2)[C:13]([O:15]C(C)(C)C)=[O:14])=[CH:8][CH:7]=1)(=[O:3])[CH3:2].FC(F)(F)C(O)=O>ClCCl>[C:1]([O:4][CH2:5][C:6]1[CH:11]=[CH:10][C:9]([CH:12]([CH:20]2[CH2:24][CH2:23][CH2:22][CH2:21]2)[C:13]([OH:15])=[O:14])=[CH:8][CH:7]=1)(=[O:3])[CH3:2]. Procedure details: 13.27 g (37.2 mmol, 95% pure) of tert-butyl(+/−)-{4-[(acetyloxy)methyl]phenyl}(cyclopentyl)acetate were dissolved in 117 ml of dichloromethane, the mixture was cooled to 0° C. and 58.4 ml of trifluoroacetic acid were added. The reaction mixture was initially stirred at 0° C. for 1.5 h and then at RT for a further 1.5 h. The mixture was then concentrated under reduced pressure and the residue was dried under high vacuum. The residue was taken up in 50 ml of dichloromethane, and the solution was w... The reactants are FC1=NC=C(C(=N1)NC1=CC(=CC=C1)O)F (2-fluoro-5-fluoro-N4-(3-hydroxyphenyl)-4-pyrimidineamine), COC=1C=C(N)C=CC1OC (3,4-dimethoxyaniline). Product: COC=1C=C(C=CC1OC)NC1=NC=C(C(=N1)NC1=CC(=CC=C1)O)F (N2-(3,4-dimethoxyphenyl)-5-fluoro-N4-(3-hydroxyphenyl)-2,4-pyrimidinediamine). RXN SMILES: F[C:2]1[N:7]=[C:6]([NH:8][C:9]2[CH:14]=[CH:13][CH:12]=[C:11]([OH:15])[CH:10]=2)[C:5]([F:16])=[CH:4][N:3]=1.[CH3:17][O:18][C:19]1[CH:20]=[C:21]([CH:23]=[CH:24][C:25]=1[O:26][CH3:27])[NH2:22]>>[CH3:17][O:18][C:19]1[CH:20]=[C:21]([NH:22][C:2]2[N:7]=[C:6]([NH:8][C:9]3[CH:14]=[CH:13][CH:12]=[C:11]([OH:15])[CH:10]=3)[C:5]([F:16])=[CH:4][N:3]=2)[CH:23]=[CH:24][C:25]=1[O:26][CH3:27]. Reported procedure: In like manner to the preparation of N4-(3,4-ethylenedioxyphenyl)-5-fluoro-N2-(3-hydroxyphenyl)-2,4-pyrimidinediamine, the reaction of 2-fluoro-5-fluoro-N4-(3-hydroxyphenyl)-4-pyrimidineamine with 3,4-dimethoxyaniline gave N2-(3,4-dimethoxyphenyl)-5-fluoro-N4-(3-hydroxyphenyl)-2,4-pyrimidinediamine. 1H NMR (CDCl3): δ 7.90 (d, 1H, J=6.6 Hz), 7.59 (bs, 1H), 7.30 (s, 1H), 7.20–7.10 (m, 2H), 7.00–6.75 (m, 4H), 6.59 (bd, 1H, J=7.8 Hz), 3.87 (s, 3H), 3.84 (s, 3H); 19F NMR (CDCl3): −47229; LCMS: ret. t... Starting materials: BrC=1C(=CSC1)C(=O)N (4-Bromo-3-thiophene-formamide), C(CCC)[Sn](CCCC)(CCCC)C#C[Si](C)(C)C (tributylstannyl(trimethylsilyl)acetylene), palladium(tetrakis)triphenylphoshine. The product is C[Si](C)(C)C#CC=1C(=CSC1)C(=O)N (4-(trimethylsilyl)ethinyl-3-thiophene formamide). Isolated yield 27.7%. RXN SMILES: Br[C:2]1[C:3]([C:7]([NH2:9])=[O:8])=[CH:4][S:5][CH:6]=1.C([Sn]([C:23]#[C:24][Si:25]([CH3:28])([CH3:27])[CH3:26])(CCCC)CCCC)CCC>>[CH3:26][Si:25]([C:24]#[C:23][C:2]1[C:3]([C:7]([NH2:9])=[O:8])=[CH:4][S:5][CH:6]=1)([CH3:28])[CH3:27]. Reported procedure: The product from step B (1 g), tributylstannyl(trimethylsilyl)acetylene (2.16 g) and palladium(tetrakis)triphenylphoshine (0.28 g) were placed into degassed toluene (20 ml) and the mixture was heated under reflux for 16 hours under an atmosphere of nitrogen. After cooling, the solvent was removed and the residue was chromatographed on silica gel (hexane:ethylacetate 3:1). After three consecutive crystallisations from hexane, 0.3 g of 4-(trimethylsilyl)ethinyl-3-thiophene formamide was obtained (... Starting materials: CC(=O)O[BH-](OC(C)=O)OC(C)=O, Nc1nc(N2CC3CC2CN3)nc2nc(-c3ccco3)nn12, ClCCl, O=Cc1ccc(F)cc1, [Na+]. The product is Nc1nc(N2CC3CC2CN3Cc2ccc(F)cc2)nc2nc(-c3ccco3)nn12. Reaction SMILES: [C:32]([O:33][BH-:34]([O:35][C:36](=[O:37])[CH3:38])[O:39][C:40](=[O:41])[CH3:42])(=[O:43])[CH3:44].[CH:1]12[N:2]([c:8]3[n:9][c:10]4[n:11]([c:12]([NH2:14])[n:13]3)[n:15][c:16](-[c:18]3[o:19][cH:20][cH:21][cH:22]3)[n:17]4)[CH2:3][CH:4]([NH:5][CH2:6]1)[CH2:7]2.[Cl:46][CH2:47][Cl:48].[F:23][c:24]1[cH:25][cH:26][c:27]([CH:28]=[O:29])[cH:30][cH:31]1.[Na+:45]>>[CH:1]12[N:2]([c:8]3[n:9][c:10]4[n:11]([c:12]([NH2:14])[n:13]3)[n:15][c:16](-[c:18]3[o:19][cH:20][cH:21][cH:22]3)[n:17]4)[CH2:3][CH:4]([N:5]([CH2:28][c:27]3[cH:26][cH:25][c:24]([F:23])[cH:31][cH:30]3)[CH2:6]1)[CH2:7]2. The reactants are COC(=O)c1ccc(Cl)c([N+](=O)[O-])c1, COc1ccc(S)cc1, CN(C)C=O, O. Yields the product COC(=O)c1ccc(Sc2ccc(OC)cc2)c([N+](=O)[O-])c1. RXN SMILES: [CH3:10][O:11][C:12]([c:13]1[cH:14][c:15]([N+:20](=[O:21])[O-:22])[c:16]([Cl:19])[cH:17][cH:18]1)=[O:23].[CH3:1][O:2][c:3]1[cH:4][cH:5][c:6]([SH:9])[cH:7][cH:8]1.[O:25]=[CH:26][N:27]([CH3:28])[CH3:29].[OH2:24]>>[CH3:1][O:2][c:3]1[cH:4][cH:5][c:6]([S:9][c:16]2[c:15]([N+:20](=[O:21])[O-:22])[cH:14][c:13]([C:12]([O:11][CH3:10])=[O:23])[cH:18][cH:17]2)[cH:7][cH:8]1. Starting materials: C(C1=CC=CC=C1)N1CCN(CC1)CC1=C(C(=C(C=C1)OC)OC)O (N-benzyl-N'-(2-hydroxy-3,4-dimethoxy-benzyl)-piperazine). Reagents/catalysts: [Pd] (palladium on carbon). Solvent: C(C)O (ethanol). Yields the product OC1=C(CN2CCNCC2)C=CC(=C1OC)OC (N-(2-hydroxy-3,4-dimethoxybenzyl)-piperazine). Isolated yield 74.9%. As a reaction SMILES: C([N:8]1[CH2:13][CH2:12][N:11]([CH2:14][C:15]2[CH:20]=[CH:19][C:18]([O:21][CH3:22])=[C:17]([O:23][CH3:24])[C:16]=2[OH:25])[CH2:10][CH2:9]1)C1C=CC=CC=1>C(O)C.[Pd]>[OH:25][C:16]1[C:17]([O:23][CH3:24])=[C:18]([O:21][CH3:22])[CH:19]=[CH:20][C:15]=1[CH2:14][N:11]1[CH2:12][CH2:13][NH:8][CH2:9][CH2:10]1. Procedure: ##STR7## 6.8 g (0.02 mol) of N-benzyl-N'-(2-hydroxy-3,4-dimethoxy-benzyl)-piperazine are dissolved in 200 ml of ethanol at 60° C. 1.1 g of 5% palladium on carbon are added thereto and the whole is hydrogenated under a pressure of 5,500 hPa, after which the alcoholic solution is filtered and the solvent is distilled off. The oil obtained is chromatographed on 150 g of silica. A first elution with dichloromethane removes the lower polarity impurities from the mixture. The silica is then washed wit... Starting materials: 1-hydroxybenzotrioxazole, Cl.C(C)N=C=NCCCN(C)C (1-ethyl-3-(3′-dimethylaminopropyl)carbodiimide hydrochloride), C1(=CC=CC=C1)C=1N=C(OC1C1=CC=CC=C1)[C@H]1[C@@H](CCC1)CC=1C=C(C(=O)O)C=CC1 (3-{[(1S,2R)-2-(4,5-diphenyloxazol-2-yl)-1-cyclopentyl]methyl}benzoic acid), CNCCC1=NC=CC=C1 (2-(2-methylaminoethyl)pyridine). The solvent is CN(C)C=O (DMF), CCOC(=O)C (EtOAc). Run at time 2 hour. Product: CN(C(C1=CC(=CC=C1)C[C@H]1[C@@H](CCC1)C=1OC(=C(N1)C1=CC=CC=C1)C1=CC=CC=C1)=O)CCC1=NC=CC=C1 (N-methyl-N-[2-(pyridin-2-yl)ethyl]-3-{[(1S,2R)-2-(4,5-diphenyloxazol-2-yl)-1-cyclopentyl]methyl}benzamide). The yield is 91.6%. Reaction SMILES: [C:1]1([C:7]2[N:8]=[C:9]([C@@H:18]3[CH2:22][CH2:21][CH2:20][C@H:19]3[CH2:23][C:24]3[CH:25]=[C:26]([CH:30]=[CH:31][CH:32]=3)[C:27](O)=[O:28])[O:10][C:11]=2[C:12]2[CH:17]=[CH:16][CH:15]=[CH:14][CH:13]=2)[CH:6]=[CH:5][CH:4]=[CH:3][CH:2]=1.[CH3:33][NH:34][CH2:35][CH2:36][C:37]1[CH:42]=[CH:41][CH:40]=[CH:39][N:38]=1.Cl.C(N=C=NCCCN(C)C)C>CN(C=O)C.CCOC(C)=O>[CH3:33][N:34]([CH2:35][CH2:36][C:37]1[CH:42]=[CH:41][CH:40]=[CH:39][N:38]=1)[C:27](=[O:28])[C:26]1[CH:30]=[CH:31][CH:32]=[C:24]([CH2:23][C@@H:19]2[CH2:20][CH2:21][CH2:22][C@H:18]2[C:9]2[O:10][C:11]([C:12]3[CH:17]=[CH:16][CH:15]=[CH:14][CH:13]=3)=[C:7]([C:1]3[CH:2]=[CH:3][CH:4]=[CH:5][CH:6]=3)[N:8]=2)[CH:25]=1 |f:2.3|. Procedure details: To a mixture of 3-{[(1S,2R)-2-(4,5-diphenyloxazol-2-yl)-1-cyclopentyl]methyl}benzoic acid (120 mg, 0.284 mmol) and 2-(2-methylaminoethyl)pyridine (0.047 ml, 0.341 mmol) in DMF (5 ml) was added 1-hydroxybenzotrioxazole (58 mg, 0.426 mmol) and 1-ethyl-3-(3′-dimethylaminopropyl)carbodiimide hydrochloride (109 mg, 0.568 mmol). After stirring the mixture at room temperature for 2 hours, the reaction mixture was diluted with EtOAc (30 ml), washed with water, saturated sodium hydrogencarbonate solution...